From a dataset of the Open Reaction Database (ORD), a public repository of structured organic reaction records. describe an organic reaction: reactants, conditions, products, and yield Reactants: [Pb]=O (lead monoxide), O (water), CCCCCCCC/C=C\CCCCCCCC(=O)O.N (ammonia soap), [Pb]=O (lead monoxide). Solvent: C(C)(=O)O (acetic acid). Run at temperature 70 celsius. Yields the product C(CCCCCCCCCCCCCCCCC)(=O)[O-].[Pb+2].C(CCCCCCCCCCCCCCCCC)(=O)[O-] (lead stearate). RXN SMILES: [Pb:1]=O.O.[CH3:4][CH2:5][CH2:6][CH2:7][CH2:8][CH2:9][CH2:10][CH2:11]/[CH:12]=[CH:13]\[CH2:14][CH2:15][CH2:16][CH2:17][CH2:18][CH2:19][CH2:20][C:21]([OH:23])=[O:22].N>C(O)(=O)C>[C:21]([O-:23])(=[O:22])[CH2:20][CH2:19][CH2:18][CH2:17][CH2:16][CH2:15][CH2:14][CH2:13][CH2:12][CH2:11][CH2:10][CH2:9][CH2:8][CH2:7][CH2:6][CH2:5][CH3:4].[Pb+2:1].[C:21]([O-:23])(=[O:22])[CH2:20][CH2:19][CH2:18][CH2:17][CH2:16][CH2:15][CH2:14][CH2:13][CH2:12][CH2:11][CH2:10][CH2:9][CH2:8][CH2:7][CH2:6][CH2:5][CH3:4] |f:2.3,5.6.7|. Reported procedure: Separately, 3.5 l of warm water maintained at 70° C. was charged in a stainless steel beaker having a capacity of 10 l, and 419 g of stearic acid was added and dissolved under heating. Then, 24.0 cc of 7 N aqueous ammonia was dropped to the solution and the mixture was stirred and homogeneously emulsified to form an ammonia soap liquid. Separately, 725 cc of a lead monoxide slurry (PbO-DS) having a concentration of 680 g/l, 1 l of water and 14.2 cc of acetic acid having a concentration of 2.7 mo... Starting materials: CC1=C2C(CCSC2=CC(=C1)C)=O (5,7-dimethylthio-chroman-4-one), Cl.NO (hydroxylamine hydrochloride), C(C)(=O)[O-].[Na+] (sodium acetate). The solvent is C(C)O (ethanol), O (water). The product is CC1=C2C(CCSC2=CC(=C1)C)=NO (5,7-dimethylthiochroman-4-one oxime). Isolated yield 69.5%. As a reaction SMILES: C([O-])(=O)C.[Na+].[CH3:6][C:7]1[CH:16]=[C:15]([CH3:17])[CH:14]=[C:13]2[C:8]=1[C:9](=O)[CH2:10][CH2:11][S:12]2.Cl.[NH2:20][OH:21]>O.C(O)C>[CH3:6][C:7]1[CH:16]=[C:15]([CH3:17])[CH:14]=[C:13]2[C:8]=1[C:9](=[N:20][OH:21])[CH2:10][CH2:11][S:12]2 |f:0.1,3.4|. Reported procedure: A suspension of 37.8 g of sodium acetate in water is added, at 50-60° C., to a suspension of 31.1 g (0.154 mol) of 5,7-dimethylthio-chroman-4-one and 18.5 g (0.261 mol) of hydroxylamine hydrochloride in 200 ml of ethanol. This mixture is subsequently refluxed for 30 minutes. After cooling, filtration with suction of the solid which has precipitated gives 22.2 g of 5,7-dimethylthiochroman-4-one oxime (66% of theory, purity approx. 95%) of melting point 170-174° C. Starting materials: CC(=O)Nc1ccc(Cl)c(O)c1, O=[N+]([O-])O, O=P(O)(O)O, O=S(=O)(O)O. The product is CC(=O)Nc1ccc(Cl)c(O)c1[N+](=O)[O-]. Reaction SMILES: [Cl:1][c:2]1[c:3]([OH:12])[cH:4][c:5]([NH:8][C:9]([CH3:10])=[O:11])[cH:6][cH:7]1.[OH:18][N+:19]([O-:20])=[O:21].[P:13](=[O:14])([OH:15])([OH:16])[OH:17].[S:22](=[O:23])(=[O:24])([OH:25])[OH:26]>>[Cl:1][c:2]1[c:3]([OH:12])[c:4]([N+:19](=[O:18])[O-:20])[c:5]([NH:8][C:9]([CH3:10])=[O:11])[cH:6][cH:7]1. Reactants: C(C#C)[C@]12CCC(C=C1C(C[C@H]1[C@@H]3CCC([C@@]3(C)CC[C@H]21)=O)=C)=O (10β-(2-propynyl)-6-methylenestr-4-ene-3,17-dione), dichlorodicyanoquinone, C1(=CC=C(C=C1)S(=O)(=O)O)C (p-toluenesulfonic acid). The solvent is O1CCOCC1 (dioxane). The product is C(C#C)[C@]12C=CC(C=C1C(C[C@H]1[C@@H]3CCC([C@@]3(C)CC[C@H]21)=O)=C)=O (10β-(2-propynyl)-6-methylenestra-1,4-diene-3,17-dione). RXN SMILES: [CH2:1]([C@@:4]12[C@@H:21]3[C@H:12]([C@H:13]4[C@@:17]([CH2:19][CH2:20]3)([CH3:18])[C:16](=[O:22])[CH2:15][CH2:14]4)[CH2:11][C:10](=[CH2:23])[C:9]1=[CH:8][C:7](=[O:24])[CH2:6][CH2:5]2)[C:2]#[CH:3].C1(C)C=CC(S(O)(=O)=O)=CC=1>O1CCOCC1>[CH2:1]([C@@:4]12[C@@H:21]3[C@H:12]([C@H:13]4[C@@:17]([CH2:19][CH2:20]3)([CH3:18])[C:16](=[O:22])[CH2:15][CH2:14]4)[CH2:11][C:10](=[CH2:23])[C:9]1=[CH:8][C:7](=[O:24])[CH:6]=[CH:5]2)[C:2]#[CH:3]. Procedure: To a solution of 480 mg of 10β-(2-propynyl)-6-methylenestr-4-ene-3,17-dione in 15 ml of dioxane are added 511 mg of dichlorodicyanoquinone (DDQ) and 571 mg of p-toluenesulfonic acid, and the mixture is refluxed for half an hour. Starting materials: Bis-triphenylphosphine palladium dichloride, cuprous iodide, C(C)C12COC(OC1)(OC2)C2=CC=C(C=C2)I (4-ethyl-1-(4-iodophenyl)-2,6,7-trioxabicyclo[2,2,2]octane), C[Si](C)(C)C#C (trimethylsilylacetylene). Run in C(C)NCC (diethylamine). Conditions: time 16 hour. Yields the product C(C)C12COC(OC1)(OC2)C2=CC=C(C=C2)C#C[Si](C)(C)C (4-Ethyl-1-[4-(2-trimethylsilylethynyl)-phenyl]-2,6,7-trioxabicyclo[2,2,2]octane), solid. Reaction SMILES: [CH2:1]([C:3]12[CH2:10][O:9][C:6]([C:11]3[CH:16]=[CH:15][C:14](I)=[CH:13][CH:12]=3)([O:7][CH2:8]1)[O:5][CH2:4]2)[CH3:2].[CH3:18][Si:19]([C:22]#[CH:23])([CH3:21])[CH3:20]>C(NCC)C>[CH2:1]([C:3]12[CH2:10][O:9][C:6]([C:11]3[CH:16]=[CH:15][C:14]([C:23]#[C:22][Si:19]([CH3:21])([CH3:20])[CH3:18])=[CH:13][CH:12]=3)([O:7][CH2:8]1)[O:5][CH2:4]2)[CH3:2]. Procedure details: Bis-triphenylphosphine palladium dichloride (60 mg) and cuprous iodide (10 mg) were added to a stirred solution of 4-ethyl-1-(4-iodophenyl)-2,6,7-trioxabicyclo[2,2,2]octane (1.5 gms) and trimethylsilylacetylene (0.92 ml) in dry diethylamine (40 ml) under nitrogen. The resulting mixture was stirred at room temperature for 16 hours. After this time the solvent was removed under vacuum and the residue extracted with diethylether. The ethereal solution was washed with water, dried over anhydrous mag... The reactants are O=C1CCC(=O)N1Br, O=C(OOC(=O)c1ccccc1)c1ccccc1, ClC(Cl)(Cl)Cl, Cc1ccc2nc(-c3cccs3)ccc2c1. The product is BrCc1ccc2nc(-c3cccs3)ccc2c1. RXN SMILES: [Br:17][N:18]1[C:19](=[O:20])[CH2:21][CH2:22][C:23]1=[O:24].[C:25]([O:26][O:27][C:28](=[O:29])[c:30]1[cH:31][cH:32][cH:33][cH:34][cH:35]1)(=[O:36])[c:37]1[cH:38][cH:39][cH:40][cH:41][cH:42]1.[C:43]([Cl:44])([Cl:45])([Cl:46])[Cl:47].[s:1]1[c:2](-[c:6]2[n:7][c:8]3[cH:9][cH:10][c:11]([CH3:16])[cH:12][c:13]3[cH:14][cH:15]2)[cH:3][cH:4][cH:5]1>>[s:1]1[c:2](-[c:6]2[n:7][c:8]3[cH:9][cH:10][c:11]([CH2:16][Br:17])[cH:12][c:13]3[cH:14][cH:15]2)[cH:3][cH:4][cH:5]1. Reactants: CN1CCCC1=O, CC#N, CC(c1cc2cnn(C)c2cc1F)c1cnc2ccc(Cl)nn12, [F-], [K+], O=C1CNCCN1. The product is CC(c1cc2cnn(C)c2cc1F)c1cnc2ccc(N3CCNC(=O)C3)nn12. As a reaction SMILES: [CH3:33][N:34]1[CH2:35][CH2:36][CH2:37][C:38]1=[O:39].[CH3:40][C:41]#[N:42].[Cl:1][c:2]1[cH:3][cH:4][c:5]2[n:6]([n:7]1)[c:8]([CH:11]([CH3:12])[c:13]1[cH:14][c:15]3[cH:16][n:17][n:18]([CH3:23])[c:19]3[cH:20][c:21]1[F:22])[cH:9][n:10]2.[F-:24].[K+:25].[NH:26]1[C:27](=[O:32])[CH2:28][NH:29][CH2:30][CH2:31]1>>[c:2]1([N:29]2[CH2:28][C:27](=[O:32])[NH:26][CH2:31][CH2:30]2)[cH:3][cH:4][c:5]2[n:6]([n:7]1)[c:8]([CH:11]([CH3:12])[c:13]1[cH:14][c:15]3[cH:16][n:17][n:18]([CH3:23])[c:19]3[cH:20][c:21]1[F:22])[cH:9][n:10]2. Reactants: FC(C(=O)O)(F)F (Trifluoroacetic acid), Cl.Cl.C(=O)(OC(C)(C)C)NC1=CC=C(NC2=NC=NC3=CC(=C(C=C23)OC)OCCCN2CCOCC2)C=C1 (4-(4-(N-Boc-amino)anilino)-6-methoxy-7-(3-morpholinopropoxy)quinazoline dihydrochloride). Run in ClCCl (dichloromethane). Run at time 1 hour. Product: NC1=CC=C(NC2=NC=NC3=CC(=C(C=C23)OC)OCCCN2CCOCC2)C=C1 (4-(4-aminoanilino)-6-methoxy-7-(3-morpholinopropoxy)quinazoline). The yield is 75.3%. As a reaction SMILES: FC(F)(F)C(O)=O.Cl.Cl.C([NH:17][C:18]1[CH:46]=[CH:45][C:21]([NH:22][C:23]2[C:32]3[C:27](=[CH:28][C:29]([O:35][CH2:36][CH2:37][CH2:38][N:39]4[CH2:44][CH2:43][O:42][CH2:41][CH2:40]4)=[C:30]([O:33][CH3:34])[CH:31]=3)[N:26]=[CH:25][N:24]=2)=[CH:20][CH:19]=1)(OC(C)(C)C)=O>ClCCl>[NH2:17][C:18]1[CH:19]=[CH:20][C:21]([NH:22][C:23]2[C:32]3[C:27](=[CH:28][C:29]([O:35][CH2:36][CH2:37][CH2:38][N:39]4[CH2:40][CH2:41][O:42][CH2:43][CH2:44]4)=[C:30]([O:33][CH3:34])[CH:31]=3)[N:26]=[CH:25][N:24]=2)=[CH:45][CH:46]=1 |f:1.2.3|. Procedure: Trifluoroacetic acid (1.00 ml, 13.1 mmol) was added to a suspension of 4-(4-(N-Boc-amino)anilino)-6-methoxy-7-(3-morpholinopropoxy)quinazoline dihydrochloride (100 mg, 0.172 mmol) in dichloromethane (2.0 ml) and the reaction stirred for 1 hour at ambient temperature. The solvents were removed in vacuo, the residue was suspended in water (2.0 ml) and saturated aqueous sodium bicarbonate solution (4.0 ml) was added. The aqueous phase was extracted with dichloromethane (3×10 ml) and the combined or... As a reaction SMILES: [CH2:1]([O:5][C:6]1[CH:11]=[CH:10][C:9]([F:12])=[CH:8][CH:7]=1)[CH:2]1[O:4][CH2:3]1.NC[CH2:15][NH:16][C:17]1[CH:25]=[CH:24][CH:23]=[C:22]2[C:18]=1[CH:19]=[N:20][NH:21]2.C[N:27]([CH3:30])[CH:28]=O.[OH2:31]>>[C:3]([O:4][CH:2]([CH2:30][NH:27][CH2:28][CH2:15][NH:16][C:17]1[CH:25]=[CH:24][CH:23]=[C:22]2[C:18]=1[CH:19]=[N:20][NH:21]2)[CH2:1][O:5][C:6]1[CH:7]=[CH:8][C:9]([F:12])=[CH:10][CH:11]=1)(=[O:31])[C:6]1[CH:11]=[CH:10][CH:9]=[CH:8][CH:7]=1. Reported procedure: 3.36 g. 4-Fluorophenyl glycidyl ether and 7.0 g. 4-(2-aminoethylamino)-indazole are dissolved in 10 ml. dimethylformamide and left to stand for 2 days at ambient temperature. The reaction mixture is then poured into water, extracted with methylene chloride, dried and purified chromatographically on silica gel in the manner described in Example 24. The residue of the pure fractions is taken up in ethyl acetate, then mixed with 2 g. benzoic acid, filtered off with suction and recrystallized from i... Reaction conditions: time 2 day. Yields the product C(C1=CC=CC=C1)(=O)OC(COC1=CC=C(C=C1)F)CNCCNC1=C2C=NNC2=CC=C1 (1-(4-Fluorophenoxy)-3-[2-(indazol-4-ylamino)-ethylamino]-propan-2-ol benzoate). The reactants are C(C1CO1)OC1=CC=C(C=C1)F (4-Fluorophenyl glycidyl ether), O (water), NCCNC1=C2C=NNC2=CC=C1 (4-(2-aminoethylamino)-indazole), CN(C=O)C (dimethylformamide). Starting materials: N1=C(C=CC=C1)CNC([C@H](C(C)(C)C)NC(=O)OC(C)(C)C)=O ((2S)-2-tert-butoxycarbonylamino-3,3-dimethylbutanoic acid 2-pyridylmethylamide), FC(C(=O)O)(F)F (trifluoroacetic acid). Solvent: ClCCl (dichloromethane), C1(=CC=CC=C1)C (toluene). Conditions: temperature 25 celsius, time 18 hour. Product: N1=C(C=CC=C1)CNC([C@H](C(C)(C)C)N)=O ((2S)-2-Amino-3,3-dimethylbutanoic acid 2-pyridylmethylamide). Yield: 99.4%. RXN SMILES: [N:1]1[CH:6]=[CH:5][CH:4]=[CH:3][C:2]=1[CH2:7][NH:8][C:9](=[O:23])[C@@H:10]([NH:15]C(OC(C)(C)C)=O)[C:11]([CH3:14])([CH3:13])[CH3:12].FC(F)(F)C(O)=O>ClCCl.C1(C)C=CC=CC=1>[N:1]1[CH:6]=[CH:5][CH:4]=[CH:3][C:2]=1[CH2:7][NH:8][C:9](=[O:23])[C@@H:10]([NH2:15])[C:11]([CH3:12])([CH3:14])[CH3:13]. Procedure details: To a solution of (2S)-2-tert-butoxycarbonylamino-3,3-dimethylbutanoic acid 2-pyridylmethylamide (16 g, 50 mmol) in dichloromethane (25 mL) cooled at 0° C. is added trifluoroacetic acid (150 mL). The resulting solution is allowed to warm to 25° C. and is stirred for 18 h. The reaction mixture is diluted with toluene, concentrated, brought to pH=10 with 2 M sodium hydroxide, and extracted with 3:1 dichloromethane/isopropanol (200 mL). The organic layer is washed with saturated aqueous sodium chlor...